describe an organic reaction: reactants, conditions, products, and yield From a dataset of the Open Reaction Database (ORD), a public repository of structured organic reaction records. Starting materials: C(CCC)[Li] (nButLi), ClC1=CC(=CC(=C1)C#C)Cl (1,3-dichloro-5-ethynylbenzene), CON(C(=O)C=1C=NC2=CC=CC=C2C1)C (N-methoxy-N-methylquinoline-3-carboxamide). The solvent is C1CCOC1 (THF), C1CCOC1 (THF). Product: ClC=1C=C(C=C(C1)Cl)C#CC(=O)C=1C=NC2=CC=CC=C2C1 (3-(3,5-dichlorophenyl)-1-quinolin-3-ylprop-2-yn-1-one). As a reaction SMILES: [Cl:1][C:2]1[CH:7]=[C:6]([C:8]#[CH:9])[CH:5]=[C:4]([Cl:10])[CH:3]=1.C([Li])CCC.CON(C)[C:19]([C:21]1[CH:22]=[N:23][C:24]2[C:29]([CH:30]=1)=[CH:28][CH:27]=[CH:26][CH:25]=2)=[O:20]>C1COCC1>[Cl:1][C:2]1[CH:7]=[C:6]([C:8]#[C:9][C:19]([C:21]2[CH:22]=[N:23][C:24]3[C:29]([CH:30]=2)=[CH:28][CH:27]=[CH:26][CH:25]=3)=[O:20])[CH:5]=[C:4]([Cl:10])[CH:3]=1. Procedure: To a solution of the 1,3-dichloro-5-ethynylbenzene (200 mg, 1.16 mmol) in anhydrous THF cooled to −78° C. under a N2 atmosphere was added nButLi (800 μL, 1.28 mmol). After 5 minutes a solution of the intermediate from step A (380 mg, 1.75 mmol) in THF (3 mL) was added. The reaction was gradually warmed to room temperature over 30 minutes and quenched with saturated NH4Cl solution. The resulting bi-phasic mixture was extracted with ethyl acetate, washed with saturated NaCl solution, dried over an... The reactants are BrC1=CC(N(C=C1)C=1C=CC=2N(C1)C(=C(N2)C2CC2)C)=O (4-bromo-1-(2-cyclopropyl-3-methylimidazo[1,2-a]pyridin-6-yl)pyridin-2(1H)-one), ClC1=CC=C(S1)CN (1-(5-chloro-2-thienyl)methanamine), C([O-])([O-])=O.[Cs+].[Cs+] (cesium carbonate), C1(=CC=CC=C1)P(C1=CC=CC=2C(C3=CC=CC(=C3OC12)P(C1=CC=CC=C1)C1=CC=CC=C1)(C)C)C1=CC=CC=C1 (4,5-bis(diphenylphosphino)-9,9-dimethylxanthene). The reagents and catalysts are C=1C=CC(=CC1)/C=C/C(=O)/C=C/C2=CC=CC=C2.C=1C=CC(=CC1)/C=C/C(=O)/C=C/C2=CC=CC=C2.C=1C=CC(=CC1)/C=C/C(=O)/C=C/C2=CC=CC=C2.[Pd].[Pd] (tris(dibenzylideneacetone)dipalladium(0)). The solvent is CC(=O)N(C)C (DMA), O (water). Reaction conditions: temperature 120 celsius. The product is ClC1=CC=C(S1)CNC1=CC(N(C=C1)C=1C=CC=2N(C1)C(=C(N2)C2CC2)C)=O (4-(((5-Chloro-2-thienyl)methyl)amino)-1-(2-cyclopropyl-3-methylimidazo[1,2-a]pyridin-6-yl)pyridin-2(1H)-one). Yield: 24.0%. As a reaction SMILES: Br[C:2]1[CH:7]=[CH:6][N:5]([C:8]2[CH:9]=[CH:10][C:11]3[N:12]([C:14]([CH3:20])=[C:15]([CH:17]4[CH2:19][CH2:18]4)[N:16]=3)[CH:13]=2)[C:4](=[O:21])[CH:3]=1.[Cl:22][C:23]1[S:27][C:26]([CH2:28][NH2:29])=[CH:25][CH:24]=1.C(=O)([O-])[O-].[Cs+].[Cs+].C1(P(C2C=CC=CC=2)C2C3OC4C(=CC=CC=4P(C4C=CC=CC=4)C4C=CC=CC=4)C(C)(C)C=3C=CC=2)C=CC=CC=1>C1C=CC(/C=C/C(/C=C/C2C=CC=CC=2)=O)=CC=1.C1C=CC(/C=C/C(/C=C/C2C=CC=CC=2)=O)=CC=1.C1C=CC(/C=C/C(/C=C/C2C=CC=CC=2)=O)=CC=1.[Pd].[Pd].O.CC(N(C)C)=O>[Cl:22][C:23]1[S:27][C:26]([CH2:28][NH:29][C:2]2[CH:7]=[CH:6][N:5]([C:8]3[CH:9]=[CH:10][C:11]4[N:12]([C:14]([CH3:20])=[C:15]([CH:17]5[CH2:19][CH2:18]5)[N:16]=4)[CH:13]=3)[C:4](=[O:21])[CH:3]=2)=[CH:25][CH:24]=1 |f:2.3.4,6.7.8.9.10|. Reported procedure: A mixture of 4-bromo-1-(2-cyclopropyl-3-methylimidazo[1,2-a]pyridin-6-yl)pyridin-2(1H)-one (30 mg), 1-(5-chloro-2-thienyl)methanamine (20 mg), tris(dibenzylideneacetone)dipalladium(0) (2.0 mg), cesium carbonate (57 mg), 4,5-bis(diphenylphosphino)-9,9-dimethylxanthene (3 mg) and DMA (0.4 ml) was heated at 120° C. for 1 h under microwave irradiation. To this mixture was added water, and the precipitate was collected by filtration. The resulting solid was recrystallized from EtOAc-hexane-EtOH to gi... Product: CS(=O)c1ccc(-c2nc3ncccc3[nH]2)cc1. As a reaction SMILES: [CH3:22][C:23](=[O:24])[OH:25].[CH3:2][S:3][c:4]1[cH:5][cH:6][c:7](-[c:10]2[nH:11][c:12]3[c:13]([n:14][cH:15][cH:16][cH:17]3)[n:18]2)[cH:8][cH:9]1.[ClH:1].[NH3:21].[OH:19][OH:20]>>[CH3:2][S:3]([c:4]1[cH:5][cH:6][c:7](-[c:10]2[nH:11][c:12]3[c:13]([n:14][cH:15][cH:16][cH:17]3)[n:18]2)[cH:8][cH:9]1)=[O:19]. Reactants: CC(=O)O, CSc1ccc(-c2nc3ncccc3[nH]2)cc1, Cl, N, OO. Procedure: To the crude DMF solution of the boronate from Step 1 was added 2-benzyloxy-3-bromopyridine (0.25 g), aqueous sodium carbonate solution (2M, 2.8 mL) and dioxane (4 mL) and the mixture placed under argon. [1,1-bis-(diphenylphosphino)-ferrocene]-dichloropalladium-dichlormethane-complex (0.070 mg) was added and the mixture heated at 110° C. under microwave irradiation for 30 minutes. On cooling the mixture was partitioned between DCM and water and extracted. The organic portion was washed with brin... Product: C(C)(C)(C)OC(NC1(CCC1)C1=CC=C(C=C1)C=1N=C2N(C=C(C=C2)C=2C(=NC=CC2)OCC2=CC=CC=C2)C1C1=CC=CC=C1)=O ((1-{4-[6-(2-benzyloxy-pyridin-3-yl)-3-phenyl-imidazo[1,2-a]pyridin-2-yl]-phenyl}-cyclobutyl)-carbamic acid tert-butyl ester). Solvent: O1CCOCC1 (dioxane). Reactants: CN(C)C=O (DMF), C(C)(C)(C)OC(NC1(CCC1)C1=CC=C(C=C1)C=1N=C2N(C=C(C=C2)B2OC(C(O2)(C)C)(C)C)C1C1=CC=CC=C1)=O ((1-{4-[3-phenyl-6-(4,4,5,5-tetramethyl-[1,3,2]dioxaborolan-2-yl)-imidazo[1,2-a]pyridin-2-yl]-phenyl}-cyclobutyl)-carbamic acid tert-butyl ester), C(C1=CC=CC=C1)OC1=NC=CC=C1Br (2-benzyloxy-3-bromopyridine), C([O-])([O-])=O.[Na+].[Na+] (sodium carbonate), [1,1-bis-(diphenylphosphino)-ferrocene]-dichloropalladium-dichlormethane. RXN SMILES: CN(C=O)C.[C:6]([O:10][C:11](=[O:47])[NH:12][C:13]1([C:17]2[CH:22]=[CH:21][C:20]([C:23]3[N:24]=[C:25]4[CH:30]=[CH:29][C:28](B5OC(C)(C)C(C)(C)O5)=[CH:27][N:26]4[C:40]=3[C:41]3[CH:46]=[CH:45][CH:44]=[CH:43][CH:42]=3)=[CH:19][CH:18]=2)[CH2:16][CH2:15][CH2:14]1)([CH3:9])([CH3:8])[CH3:7].[CH2:48]([O:55][C:56]1[C:61](Br)=[CH:60][CH:59]=[CH:58][N:57]=1)[C:49]1[CH:54]=[CH:53][CH:52]=[CH:51][CH:50]=1.C(=O)([O-])[O-].[Na+].[Na+]>O1CCOCC1>[C:6]([O:10][C:11](=[O:47])[NH:12][C:13]1([C:17]2[CH:22]=[CH:21][C:20]([C:23]3[N:24]=[C:25]4[CH:30]=[CH:29][C:28]([C:61]5[C:56]([O:55][CH2:48][C:49]6[CH:50]=[CH:51][CH:52]=[CH:53][CH:54]=6)=[N:57][CH:58]=[CH:59][CH:60]=5)=[CH:27][N:26]4[C:40]=3[C:41]3[CH:42]=[CH:43][CH:44]=[CH:45][CH:46]=3)=[CH:19][CH:18]=2)[CH2:14][CH2:15][CH2:16]1)([CH3:8])([CH3:7])[CH3:9] |f:3.4.5|. Conditions: temperature 110 celsius. Reactants: C(C)(C)(C)OC(=O)NC(CCOC1=CC=C(C=C1)N(C1C(N(C1)C(C(=O)O)C=1SC=CC1)=O)C(C=O)=O)C(=O)O (2-[3-{4-(3-tert-Butoxycarbonylamino-3-carboxypropoxy)-phenylglyoxyloylamino}-2-oxo-1-azetidinyl]-2-(2-thienyl)-acetic acid), C1=CC=CC=C1 (benzene), C1(=CC=CC=C1)OC (anisol), FC(C(=O)O)(F)F (2,2,2-trifluoroacetic acid). The solvent is C(C)OCC (diethyl ether). Reaction conditions: time 2.5 hour. Product: NC(CCOC1=CC=C(C=C1)N(C1C(N(C1)C(C(=O)O)C=1SC=CC1)=O)C(C=O)=O)C(=O)O (2-[3-{4-(3-amino-3-carboxypropoxy)phenylglyoxyloylamino}-2-oxo-1-azetidinyl]-2-(2-thienyl)acetic acid). Isolated yield 71.5%. RXN SMILES: C(OC([NH:8][CH:9]([C:38]([OH:40])=[O:39])[CH2:10][CH2:11][O:12][C:13]1[CH:18]=[CH:17][C:16]([N:19]([C:34](=[O:37])[CH:35]=[O:36])[CH:20]2[CH2:23][N:22]([CH:24]([C:28]3[S:29][CH:30]=[CH:31][CH:32]=3)[C:25]([OH:27])=[O:26])[C:21]2=[O:33])=[CH:15][CH:14]=1)=O)(C)(C)C.C1C=CC=CC=1.C1(OC)C=CC=CC=1.FC(F)(F)C(O)=O>C(OCC)C>[NH2:8][CH:9]([C:38]([OH:40])=[O:39])[CH2:10][CH2:11][O:12][C:13]1[CH:18]=[CH:17][C:16]([N:19]([C:34](=[O:37])[CH:35]=[O:36])[CH:20]2[CH2:23][N:22]([CH:24]([C:28]3[S:29][CH:30]=[CH:31][CH:32]=3)[C:25]([OH:27])=[O:26])[C:21]2=[O:33])=[CH:15][CH:14]=1. Procedure: 2-[3-{4-(3-tert-Butoxycarbonylamino-3-carboxypropoxy)-phenylglyoxyloylamino}-2-oxo-1-azetidinyl]-2-(2-thienyl)-acetic acid (0.830 g.) was added to a mixture of benzene (4 ml.) and anisol (1 ml.), and to the mixture, there was added 2,2,2-trifluoroacetic acid (2 ml.) under ice-cooling. The mixture was stirred at the same temperature for 2.5 hours, and diethyl ether (50 ml.) was added to the reaction mixture, whereafter the stirring was continued under ice-cooling for half an hour. Insoluble mater... The reactants are CCC1=C[C@@H]2C[C@@](C3=C(CCN(C2)C1)C4=CC=CC=C4N3)(C5=C(C=C6C(=C5)[C@]78CCN9[C@H]7[C@@](C=CC9)([C@H]([C@@]([C@@H]8N6C)(C(=O)OC)O)OC(=O)C)CC)OC)C(=O)OC (3',4'-anhydrovinblastine), CO (MeOH), FeCl3, CO (MeOH). Run at time 30 minute. Product: CC[C@@]1(C[C@H]2C[C@@](C3=C(C=4C=CC=CC4N3)CCN(C2)C1)(C=5C=C6C(=CC5OC)N([C@@H]7[C@]68CCN9[C@H]8[C@@](C=CC9)([C@H]([C@@]7(C(=O)OC)O)OC(=O)C)CC)C)C(=O)OC)O (vinblastine). The yield is 1.0%. Reaction SMILES: [CH3:1][CH2:2][C:3]1[CH2:14][N:12]2[CH2:13][C@@H:5]([CH2:6][C@:7]([C:55]([O:57][CH3:58])=[O:56])([C:22]3[CH:27]=[C:26]4[C@@:28]56[C@@H:39]([N:40]([CH3:41])[C:25]4=[CH:24][C:23]=3[O:53][CH3:54])[C@@:38]([OH:46])([C:42]([O:44][CH3:45])=[O:43])[C@H:37]([O:47][C:48]([CH3:50])=[O:49])[C@:33]3([CH2:51][CH3:52])[CH:34]=[CH:35][CH2:36][N:31]([C@H:32]53)[CH2:30][CH2:29]6)[C:8]3[NH:21][C:20]4[C:15](=[CH:16][CH:17]=[CH:18][CH:19]=4)[C:9]=3[CH2:10][CH2:11]2)[CH:4]=1.C[OH:60]>>[CH3:1][CH2:2][C@@:3]1([OH:60])[CH2:14][N:12]2[CH2:13][C@H:5]([CH2:6][C@:7]([C:55]([O:57][CH3:58])=[O:56])([C:22]3[CH:27]=[C:26]4[C@:28]56[C@@H:32]7[C@:33]([CH2:51][CH3:52])([C@@H:37]([O:47][C:48]([CH3:50])=[O:49])[C@:38]([OH:46])([C:42]([O:44][CH3:45])=[O:43])[C@@H:39]5[N:40]([CH3:41])[C:25]4=[CH:24][C:23]=3[O:53][CH3:54])[CH:34]=[CH:35][CH2:36][N:31]7[CH2:30][CH2:29]6)[C:8]3[NH:21][C:20]4[CH:19]=[CH:18][CH:17]=[CH:16][C:15]=4[C:9]=3[CH2:10][CH2:11]2)[CH2:4]1. Reported procedure: To a 50 ml-reaction vessel were put 10 ml of MeOH, 1.9 mg of 3',4'-anhydrovinblastine (AVLB), and 1 ml of a MeOH solution of FeCl3 (1.2M), and the mixture was stirred for 30 min. under cooling with ice, while air was bubbled. Following addition of 9 mg of NaBH4, the mixture was stirred for additional 30 min. Then, 2 ml of 25% aqueous ammonia and 20 ml of water were added to make the solution basic. The products were extracted 3 times with 30 ml each of ethyl acetate. The extracts were combined a... Reactants: CC#N, O=CCCC=O, O=[N+]([O-])C=C1NCCN1Cc1cnc(Cl)s1, Cl. Product: O=[N+]([O-])C1=C2N(Cc3cnc(Cl)s3)CCN2C2CCC1O2. As a reaction SMILES: [CH3:24][C:25]#[N:26].[CH:17]([CH2:18][CH2:19][CH:20]=[O:21])=[O:22].[Cl:1][c:2]1[s:3][c:4]([CH2:7][N:8]2[C:9](=[CH:13][N+:14](=[O:15])[O-:16])[NH:10][CH2:11][CH2:12]2)[cH:5][n:6]1.[ClH:23]>>[Cl:1][c:2]1[s:3][c:4]([CH2:7][N:8]2[C:9]3=[C:13]([N+:14](=[O:15])[O-:16])[CH:20]4[CH2:19][CH2:18][CH:17]([N:10]3[CH2:11][CH2:12]2)[O:22]4)[cH:5][n:6]1. Starting materials: FC1=CC=C(C=C1)C(C(=O)O)(C)C (2-(4-fluorophenyl)-2-methylpropanoic acid), CN[C@@H]1CCC=2N(C3=CC=CC=C3C2CC(=O)OCCC)C1 (propyl [(7R)-7-(methylamino)-6,7,8,9-tetrahydropyrido[1,2-a]indol-10-yl]acetate). The product is FC1=CC=C(C=C1)C(C(=O)N([C@@H]1CCC=2N(C3=CC=CC=C3C2CC(=O)O)C1)C)(C)C ({(7R)-7-[[2-(4-fluorophenyl)-2-methylpropanoyl](methyl)amino]-6,7,8,9-tetrahydropyrido[1,2-a]indol-10-yl}acetic acid). As a reaction SMILES: [F:1][C:2]1[CH:7]=[CH:6][C:5]([C:8]([CH3:13])([CH3:12])[C:9]([OH:11])=O)=[CH:4][CH:3]=1.[CH3:14][NH:15][C@H:16]1[CH2:35][N:20]2[C:21]3[C:26]([C:27]([CH2:28][C:29]([O:31]CCC)=[O:30])=[C:19]2[CH2:18][CH2:17]1)=[CH:25][CH:24]=[CH:23][CH:22]=3>>[F:1][C:2]1[CH:3]=[CH:4][C:5]([C:8]([CH3:13])([CH3:12])[C:9]([N:15]([CH3:14])[C@H:16]2[CH2:35][N:20]3[C:21]4[C:26]([C:27]([CH2:28][C:29]([OH:31])=[O:30])=[C:19]3[CH2:18][CH2:17]2)=[CH:25][CH:24]=[CH:23][CH:22]=4)=[O:11])=[CH:6][CH:7]=1. Procedure details: The title compound was prepared using analogous procedures described in Example 1 (Method A) from 2-(4-fluorophenyl)-2-methylpropanoic acid and propyl [(7R)-7-(methylamino)-6,7,8,9-tetrahydropyrido[1,2-a]indol-10-yl]acetate. MS (+ESI) m/z: 423. The reactants are C(C(=O)Cl)(=O)Cl (Oxalyl chloride), FC1=C(C(=O)N)C(=CC=C1)F (2,6-difluorobenzamide). The solvent is ClCCCl (1,2-dichloroethane). Reaction conditions: time 16 hour. Yields the product FC1=C(C(=O)N=C=O)C(=CC=C1)F (2,6-difluorobenzoyl isocyanate). Reaction SMILES: C(Cl)(=O)[C:2](Cl)=[O:3].[F:7][C:8]1[CH:16]=[CH:15][CH:14]=[C:13]([F:17])[C:9]=1[C:10]([NH2:12])=[O:11]>ClCCCl>[F:7][C:8]1[CH:16]=[CH:15][CH:14]=[C:13]([F:17])[C:9]=1[C:10]([N:12]=[C:2]=[O:3])=[O:11]. Reported procedure: Oxalyl chloride (5.5 g) was added slowly to a suspension of 2,6-difluorobenzamide (6.0 g) in 1,2-dichloroethane maintained at a temperature within the range -10° to -5° C. When the addition was complete the mixture was allowed to warm to the ambient temperature, and then gradually heated to the reflux temperature and maintained thereat for a period of 16 hours. The solvent was then removed by evaporation under reduced pressure and the residual oil purified by distillation to yield 2,6-difluorobe...